Dataset: the Open Reaction Database (ORD), a public repository of structured organic reaction records. Task: describe an organic reaction: reactants, conditions, products, and yield Reactants: CCOCC (ether), OC1=CC=C(CCO)C=C1 (4-hydroxyphenethyl alcohol), C(C1=CC=CC=C1)Br (benzyl bromide), C([O-])([O-])=O.[K+].[K+] (potassium carbonate). Solvent: O (water), CC(=O)C (acetone). The product is C(C1=CC=CC=C1)OC1=CC=C(CCO)C=C1 (4-benzyloxyphenethyl alcohol). RXN SMILES: [OH:1][C:2]1[CH:10]=[CH:9][C:5]([CH2:6][CH2:7][OH:8])=[CH:4][CH:3]=1.[CH2:11](Br)[C:12]1[CH:17]=[CH:16][CH:15]=[CH:14][CH:13]=1.C(=O)([O-])[O-].[K+].[K+].CCOCC>CC(C)=O.O>[CH2:11]([O:1][C:2]1[CH:10]=[CH:9][C:5]([CH2:6][CH2:7][OH:8])=[CH:4][CH:3]=1)[C:12]1[CH:17]=[CH:16][CH:15]=[CH:14][CH:13]=1 |f:2.3.4|. Procedure details: A mixture of 4-hydroxyphenethyl alcohol (15.02 g), benzyl bromide (13.6 ml), and potassium carbonate (75.1 g) in acetone (250 ml) is heated at reflux for about 4 hours. The mixture is cooled and poured into ether and water. The organic layer is washed with water, 1N sodium hydroxide solution, brine, dried over magnesium sulfate, filtered and concentrated in vacuo to give 4-benzyloxyphenethyl alcohol. Reactants: CNCC1=CC=CC2=CC=CC=C12 (N-methyl-1-naphthalenemethanamine), ClC=CCCl (1,3-dichloropropene), C([O-])([O-])=O.[K+].[K+] (potassium carbonate), C(C)(=O)OCC (ethyl acetate). Solvent: CS(=O)C (dimethyl sulfoxide). Reaction conditions: time 6 hour. Yields the product Cl/C=C/CN(CC1=CC=CC2=CC=CC=C12)C ((E)-N-(3-Chloro-2-propenyl)-N-methyl-1-naphthalenemethanamine). The yield is 77.0%. Reaction SMILES: [CH3:1][NH:2][CH2:3][C:4]1[C:13]2[C:8](=[CH:9][CH:10]=[CH:11][CH:12]=2)[CH:7]=[CH:6][CH:5]=1.[Cl:14][CH:15]=[CH:16][CH2:17]Cl.C(=O)([O-])[O-].[K+].[K+].C(OCC)(=O)C>CS(C)=O>[Cl:14]/[CH:15]=[CH:16]/[CH2:17][N:2]([CH3:1])[CH2:3][C:4]1[C:13]2[C:8](=[CH:9][CH:10]=[CH:11][CH:12]=2)[CH:7]=[CH:6][CH:5]=1 |f:2.3.4|. Procedure: To a solution of 9.84 g (57.5 mmol) of N-methyl-1-naphthalenemethanamine in 60 ml of dimethyl sulfoxide were added 5.5 ml (60 mmol) of 1,3-dichloropropene (E/Z =9/1) and 8.28 g (60 mmol) of potassium carbonate under ice cooling. The mixture was stirred for 6 hours at room temperature, poured into 250 ml of ethyl acetate, washed with 150 ml×3 of water and 150 ml of saturated sodium chloride aqueous solution, dried over anhydrous magnesium sulfate and then concentrated under reduced pressure. The ... Reactants: CN1C2=C(C=3C=CC(=CC13)N1C(N=C(C=C1)CCC1=CC=CC=C1)=O)CN(CCC2)C(=O)OC(C)(C)C (tert-butyl 6-methyl-8-(2-oxo-4-phenethylpyrimidin-1(2H)-yl)-3,4,5,6-tetrahydroazepino[4,3-b]indole-2(1H) carboxylate), Cl (HCl). Solvent: ClCCl (dichloromethane). Reaction conditions: time 2 day. Product: Cl.CN1C2=C(C=3C=CC(=CC13)N1C(N=C(C=C1)CCC1=CC=CC=C1)=O)CNCCC2 (1-(6-Methyl-1,2,3,4,5,6-hexahydroazepino[4,3-b]indol-8-yl)-4-phenethylpyrimidin-2 (1H)-one hydrochloride). Isolated yield 60.0%. As a reaction SMILES: [CH3:1][N:2]1[C:10]2[CH:9]=[C:8]([N:11]3[CH:16]=[CH:15][C:14]([CH2:17][CH2:18][C:19]4[CH:24]=[CH:23][CH:22]=[CH:21][CH:20]=4)=[N:13][C:12]3=[O:25])[CH:7]=[CH:6][C:5]=2[C:4]2[CH2:26][N:27](C(OC(C)(C)C)=O)[CH2:28][CH2:29][CH2:30][C:3]1=2.[ClH:38]>ClCCl>[ClH:38].[CH3:1][N:2]1[C:10]2[CH:9]=[C:8]([N:11]3[CH:16]=[CH:15][C:14]([CH2:17][CH2:18][C:19]4[CH:24]=[CH:23][CH:22]=[CH:21][CH:20]=4)=[N:13][C:12]3=[O:25])[CH:7]=[CH:6][C:5]=2[C:4]2[CH2:26][NH:27][CH2:28][CH2:29][CH2:30][C:3]1=2 |f:3.4|. Reported procedure: To a solution of tert-butyl 6-methyl-8-(2-oxo-4-phenethylpyrimidin-1(2H)-yl)-3,4,5,6-tetrahydroazepino[4,3-b]indole-2(1H) carboxylate (25 mg, 0.068 mmol) in dichloromethane (4.0 mL) was added HCl (2M in diethyl ether, 4.0 mL). The resulting slurry was stirred at room temperature for 2 days and then concentrated under reduced pressure. The resulting residue was purified by semi-preparative HPLC. The clean fractions were combined and concentrated under reduced pressure. The resulting trifluoroacet...